This data is from the Open Reaction Database (ORD), a public repository of structured organic reaction records. The task is: describe an organic reaction: reactants, conditions, products, and yield Starting materials: Cc1cc(C)cc(S(=O)(=O)[O-])c1, [Na+], [Na+], [OH-], O. Product: Cc1cc(C)cc(O)c1. Reaction SMILES: [CH3:1][c:2]1[cH:3][c:4]([S:9]([O-:10])(=[O:11])=[O:12])[cH:5][c:6]([CH3:8])[cH:7]1.[Na+:13].[Na+:15].[OH-:14].[OH2:16]>>[CH3:1][c:2]1[cH:3][c:4]([OH:14])[cH:5][c:6]([CH3:8])[cH:7]1. Product: ClC1=CC=C(OCCN2CCN(CC2)CC2=CC=C(C=C2)F)C=C1 (1-(2-(4-chlorophenoxy)ethyl)-4-(4-fluorobenzyl)piperazine). Run in O (water). Reactants: [H-].[Al+3].[Li+].[H-].[H-].[H-] (lithium aluminum hydride), C1CCOC1 (THF), ClC1=CC=C(OCC(=O)N2CCN(CC2)CC2=CC=C(C=C2)F)C=C1 (1-((4-chlorophenoxy)methyl)carbonyl-4-(4-fluorobenzyl)piperazine), resultant mixture, [OH-].[Na+] (NaOH). Conditions: time 18 hour. Isolated yield 34.4%. RXN SMILES: [H-].[Al+3].[Li+].[H-].[H-].[H-].C1COCC1.[Cl:12][C:13]1[CH:36]=[CH:35][C:16]([O:17][CH2:18][C:19]([N:21]2[CH2:26][CH2:25][N:24]([CH2:27][C:28]3[CH:33]=[CH:32][C:31]([F:34])=[CH:30][CH:29]=3)[CH2:23][CH2:22]2)=O)=[CH:15][CH:14]=1.[OH-].[Na+]>O>[Cl:12][C:13]1[CH:14]=[CH:15][C:16]([O:17][CH2:18][CH2:19][N:21]2[CH2:26][CH2:25][N:24]([CH2:27][C:28]3[CH:33]=[CH:32][C:31]([F:34])=[CH:30][CH:29]=3)[CH2:23][CH2:22]2)=[CH:35][CH:36]=1 |f:0.1.2.3.4.5,8.9|. Reported procedure: To a solution of lithium aluminum hydride (0.29 g, 7 mmol) in a solution of anhydrous THF (16 mL) was added 1-((4-chlorophenoxy)methyl)carbonyl-4-(4-fluorobenzyl)piperazine (0.36 g, 1.0 mmol, in 3 mL of THF). The resultant mixture was stirred at ambient temperature for 9 hours. At that time 0.3 mL of water and 0.3 mL of 15% aqueous NaOH solution were added and the resulting mixture stirred at ambient temperature. After 18 hours, the mixture was filtered through a short column of Celite (THF) and... The reactants are Cl.NC1[C@@H]2N(C(=C(CS2)CC2OCCCC2)C(=S)OC(C2=CC=CC=C2)C2=CC=CC=C2)C1=O (Diphenylmethyl 7-amino-3-(tetrahydropyran-2-yl)methylthio-3-cephem-4-carboxylate hydrochloride), C(C1=CC=CC=C1)(C1=CC=CC=C1)(C1=CC=CC=C1)NC=1SC=C(N1)/C(/C(=O)O)=N/OC ((Z)-2-(2-tritylaminothiazol-4-yl)-2-methoxyiminoacetic acid). The product is C(C1=CC=CC=C1)(C1=CC=CC=C1)(C1=CC=CC=C1)NC=1SC=C(N1)/C(/C(=O)NC1[C@@H]2N(C(=C(CS2)CC2OCCCC2)C(=S)OC(C2=CC=CC=C2)C2=CC=CC=C2)C1=O)=N/OC (Diphenylmethyl 7-[(Z)-2-(2-tritylaminothiazol-4-yl)-2-methoxyiminoacetamido]-3-(tetrahydropyran-2-yl)methylthio-3-cephem-4-carboxylate). Yield: 68.5%. Reaction SMILES: Cl.[NH2:2][CH:3]1[C:33](=[O:34])[N:5]2[C:6]([C:17]([O:19][CH:20]([C:27]3[CH:32]=[CH:31][CH:30]=[CH:29][CH:28]=3)[C:21]3[CH:26]=[CH:25][CH:24]=[CH:23][CH:22]=3)=[S:18])=[C:7]([CH2:10][CH:11]3[CH2:16][CH2:15][CH2:14][CH2:13][O:12]3)[CH2:8][S:9][C@H:4]12.[C:35]([NH:54][C:55]1[S:56][CH:57]=[C:58](/[C:60](=[N:64]/[O:65][CH3:66])/[C:61](O)=[O:62])[N:59]=1)([C:48]1[CH:53]=[CH:52][CH:51]=[CH:50][CH:49]=1)([C:42]1[CH:47]=[CH:46][CH:45]=[CH:44][CH:43]=1)[C:36]1[CH:41]=[CH:40][CH:39]=[CH:38][CH:37]=1>>[C:35]([NH:54][C:55]1[S:56][CH:57]=[C:58](/[C:60](=[N:64]/[O:65][CH3:66])/[C:61]([NH:2][CH:3]2[C:33](=[O:34])[N:5]3[C:6]([C:17]([O:19][CH:20]([C:27]4[CH:28]=[CH:29][CH:30]=[CH:31][CH:32]=4)[C:21]4[CH:22]=[CH:23][CH:24]=[CH:25][CH:26]=4)=[S:18])=[C:7]([CH2:10][CH:11]4[CH2:16][CH2:15][CH2:14][CH2:13][O:12]4)[CH2:8][S:9][C@H:4]23)=[O:62])[N:59]=1)([C:48]1[CH:53]=[CH:52][CH:51]=[CH:50][CH:49]=1)([C:42]1[CH:43]=[CH:44][CH:45]=[CH:46][CH:47]=1)[C:36]1[CH:41]=[CH:40][CH:39]=[CH:38][CH:37]=1 |f:0.1|. Reported procedure: Diphenylmethyl 7-amino-3-(tetrahydropyran-2-yl)methylthio-3-cephem-4-carboxylate hydrochloride (300 mg) was reacted with (Z)-2-(2-tritylaminothiazol-4-yl)-2-methoxyiminoacetic acid (267 mg), followed by purifying the reaction product in accordance with the procedure of Example 1(d), affording the titled compound (360 mg; 78%). The reactants are FC1=CC=C(C=C1)O (p-fluorophenol), CCCCCC (hexane), C(C)OC(CBr)OCC (bromoacetaldehyde diethylacetal), [H-].[Na+] (sodium hydride). The solvent is CN(C=O)C (dimethylformamide), CN(C=O)C (dimethylformamide). Run at time 10 minute. Product: C(C)OC(COC1=CC=C(C=C1)F)OCC (4-fluorophenoxyacetaldehyde diethylacetal). The yield is 82.0%. RXN SMILES: [F:1][C:2]1[CH:7]=[CH:6][C:5]([OH:8])=[CH:4][CH:3]=1.CCCCCC.[H-].[Na+].[CH2:17]([O:19][CH:20]([O:23][CH2:24][CH3:25])[CH2:21]Br)[CH3:18]>CN(C)C=O>[CH2:17]([O:19][CH:20]([O:23][CH2:24][CH3:25])[CH2:21][O:8][C:5]1[CH:6]=[CH:7][C:2]([F:1])=[CH:3][CH:4]=1)[CH3:18] |f:2.3|. Reported procedure: A solution of p-fluorophenol (28.1 g., 0.25 mole) in dimethylformamide (30 ml.) is added dropwise to a suspension of hexane (2 × 30 ml.)-prewashed sodium hydride (50% oil dispersion, 12.5 g., 0.26 mole) in dimethylformamide (120 ml.). The resulting mixture is stirred at room temperature for 10 minutes, treated with bromoacetaldehyde diethylacetal (49.3 g., 0.25 mole), and finally heated on a steam bath for 4 hours. The reaction mixture is allowed to come to room temperature and the precipitated ... Reactants: CCC(N)CC, CN1CCCC1=O, Cc1cc(C)c(-c2c(C)nn3c(Cl)cc(C)nc23)c(C)c1. The product is CCC(CC)Nc1cc(C)nc2c(-c3c(C)cc(C)cc3C)c(C)nn12. RXN SMILES: [CH2:22]([CH3:23])[CH:24]([CH2:25][CH3:26])[NH2:27].[CH3:28][N:29]1[CH2:30][CH2:31][CH2:32][C:33]1=[O:34].[Cl:1][c:2]1[cH:3][c:4]([CH3:21])[n:5][c:6]2[n:7]1[n:8][c:9]([CH3:20])[c:10]2-[c:11]1[c:12]([CH3:19])[cH:13][c:14]([CH3:18])[cH:15][c:16]1[CH3:17]>>[c:2]1([NH:27][CH:24]([CH2:22][CH3:23])[CH2:25][CH3:26])[cH:3][c:4]([CH3:21])[n:5][c:6]2[n:7]1[n:8][c:9]([CH3:20])[c:10]2-[c:11]1[c:12]([CH3:19])[cH:13][c:14]([CH3:18])[cH:15][c:16]1[CH3:17]. Starting materials: O (water), C(#N)C1=CC=2C3=C(NC2C=C1)CCC3 (7-cyano-1,2,3,4-tetrahydrocyclopent[b]indole), CN(C)C=O (DMF), C(C)I (ethyl iodide), [H-].[Na+] (sodium hydride). Run at time 45 minute. The product is C(#N)C1=CC=CC2=C3C(N=C12)=CC=C3CC (5-Cyano-1-ethylcyclopent[b]indole). As a reaction SMILES: C([C:3]1[CH:11]=[CH:10][C:9]2[NH:8][C:7]3[CH2:12][CH2:13][CH2:14][C:6]=3[C:5]=2[CH:4]=1)#N.[H-].[Na+].[CH2:17](I)[CH3:18].O.[CH3:21][N:22](C=O)C>>[C:21]([C:10]1[C:9]2[C:5](=[C:6]3[C:14]([CH2:17][CH3:18])=[CH:13][CH:12]=[C:7]3[N:8]=2)[CH:4]=[CH:3][CH:11]=1)#[N:22] |f:1.2|. Reported procedure: A solution of 7-cyano-1,2,3,4-tetrahydrocyclopent[b]indole (0.224 g, 1.23 mmol) in anhydrous DMF (15 mL) was cooled to 0° C. and sodium hydride (60% dispersion in mineral oil, 74 mg, 3.07 mmol) was added. The reaction was stirred for 45 minutes then ethyl iodide (0.171 g, 1.47 mmol) was added and the reaction was allowed to warm to room temperature. The mixture was stirred for 15 hours then water was added. The product precipitated and was collected by filtration, washing with little water, brin... Reactants: C(C1=CC=CC=C1)O[C@H]1[C@H]([C@H]([C@H]2O[C@@H]1CO2)OC)O (1,6-anhydro-4-O-benzyl-2-O-methyl-β-D-allopyranose), C(C)I (ethyl iodide), 3-O-methyl. The product is C(C1=CC=CC=C1)O[C@H]1[C@H]([C@H]([C@H]2O[C@@H]1CO2)OC)OCC (1,6-Anhydro-4-O-benzyl-3-O-ethyl-2-O-methyl-β-D-allopyranose), oil. RXN SMILES: [CH2:1]([O:8][C@@H:9]1[C@H:14]2[CH2:15][O:16][C@H:12]([O:13]2)[C@H:11]([O:17][CH3:18])[C@@H:10]1[OH:19])[C:2]1[CH:7]=[CH:6][CH:5]=[CH:4][CH:3]=1.[CH2:20](I)[CH3:21]>>[CH2:1]([O:8][C@@H:9]1[C@H:14]2[CH2:15][O:16][C@H:12]([O:13]2)[C@H:11]([O:17][CH3:18])[C@@H:10]1[O:19][CH2:20][CH3:21])[C:2]1[CH:7]=[CH:6][CH:5]=[CH:4][CH:3]=1. Procedure details: The title compound was prepared from 1,6-anhydro-4-O-benzyl-2-O-methyl-β-D-allopyranose (0.135 g) (see Example 29) in the same way as described for the 3-O-methyl analogue (see Example 30) but employing ethyl iodide (0.624 g) instead of methyl iodide. It was obtained as a colourless oil (0.089 g); 1H-nmr data: 7.2-7.5 (m, Ph), 5.6 (d, H-1), 4.8 (m, PhCH2O), 4.55 (m, H-5), 1.25 (t, CH2CH3), and 3.4-3.7 (m, remaining protons). As a reaction SMILES: [Cl:10][c:11]1[n:12][c:13]2[cH:14][cH:15][cH:16][cH:17][c:18]2[cH:19][c:20]1[CH:21]=[O:22].[Cl:1][c:2]1[cH:3][c:4]([OH:9])[cH:5][cH:6][c:7]1[Cl:8]>>[Cl:1][c:2]1[cH:3][c:4]([O:9][c:11]2[n:12][c:13]3[cH:14][cH:15][cH:16][cH:17][c:18]3[cH:19][c:20]2[CH:21]=[O:22])[cH:5][cH:6][c:7]1[Cl:8]. Yields the product O=Cc1cc2ccccc2nc1Oc1ccc(Cl)c(Cl)c1. Starting materials: O=Cc1cc2ccccc2nc1Cl, Oc1ccc(Cl)c(Cl)c1. Starting materials: BrC1=CC(=C(C=O)C=C1)OC(F)(F)F (4-bromo-2-(trifluoro-methoxy)benzaldehyde), [BH4-].[Na+] (NaBH4). Run in CCO (EtOH). Run at temperature 0 celsius, time 1 hour. The product is BrC1=CC(=C(CO)C=C1)OC(F)(F)F (4-Bromo-2-(trifluoromethoxy)benzyl alcohol). Reaction SMILES: [Br:1][C:2]1[CH:9]=[CH:8][C:5]([CH:6]=[O:7])=[C:4]([O:10][C:11]([F:14])([F:13])[F:12])[CH:3]=1.[BH4-].[Na+]>CCO>[Br:1][C:2]1[CH:9]=[CH:8][C:5]([CH2:6][OH:7])=[C:4]([O:10][C:11]([F:12])([F:13])[F:14])[CH:3]=1 |f:1.2|. Procedure: To a stirred solution of 4-bromo-2-(trifluoro-methoxy)benzaldehyde (5.0 g, 19 mmol) from Step 1 above in EtOH (100 mL) at 0° C. was added NaBH4 (0.88 g, 23 mmol). The mixture was stirred for 1 h at 0° C., the cooling bath was removed, and the solution was stirred at ambient temperature for 14 h. The solvent was removed under reduced pressure and the residue was partitioned between EtOAc (150 mL) and saturated aqueous NaHCO3 (75 mL). The organic phase was separated, dried (MgSO4), filtered, and t...